From a dataset of the Open Reaction Database (ORD), a public repository of structured organic reaction records. describe an organic reaction: reactants, conditions, products, and yield The reactants are ClC=1C=CC2=C(C(=CCC=3N2C(=NN3)CN3C(C=2C(C3=O)=CC=CC2)=O)C2=C(C=CC=C2)F)C1 (8-chloro-1-(phthalimidomethyl)-6-(2-fluorophenyl)-4H-s-triazolo[4,3-a][1]benzazepine), O.NN (hydrazine hydrate). Solvent: C(C)O (ethanol). Conditions: time 2 hour. Product: NCC1=NN=C2N1C1=C(C(=CC2)C2=C(C=CC=C2)F)C=C(C=C1)Cl (1-(aminomethyl)-8-chloro-6-(2-fluorophenyl)-4H-s-triazolo[4,3-a][1]benzazepine). As a reaction SMILES: [Cl:1][C:2]1[CH:3]=[CH:4][C:5]2[N:11]3[C:12]([CH2:15][N:16]4C(=O)C5=CC=CC=C5C4=O)=[N:13][N:14]=[C:10]3[CH2:9][CH:8]=[C:7]([C:27]3[CH:32]=[CH:31][CH:30]=[CH:29][C:28]=3[F:33])[C:6]=2[CH:34]=1.O.NN>C(O)C>[NH2:16][CH2:15][C:12]1[N:11]2[C:5]3[CH:4]=[CH:3][C:2]([Cl:1])=[CH:34][C:6]=3[C:7]([C:27]3[CH:32]=[CH:31][CH:30]=[CH:29][C:28]=3[F:33])=[CH:8][CH2:9][C:10]2=[N:14][N:13]=1 |f:1.2|. Reported procedure: 235 mg of 8-chloro-1-(phthalimidomethyl)-6-(2-fluorophenyl)-4H-s-triazolo[4,3-a][1]benzazepine are dissolved in 15 ml of ethanol and treated with 500 ml of hydrazine hydrate. The mixture is stirred at room temperature for 2 hours and then the ethanol is evaporated in vacuo. The residue is dissolved in ethyl acetate, washed twice with water, dried and evaporated. The residue is chromatographed on 10 g of aluminium oxide (neutral, activity grade III). By elution with chloroform/ethanol (9:1) and c... Reactants: COC(C(C(C(=O)OC)=C)C)=O (2-methyl-3-methylenesuccinic acid dimethyl ester), COC1=C(CN)C=CC(=C1)OC (2,4-dimethoxybenzylamine). Solvent: C1(=CC=CC=C1)C (toluene). Run at time 3 day. Yields the product CC1C(CNC1=O)C(=O)O (4-methyl-5-oxopyrrolidine-3-carboxylic acid). The yield is 174.1%. RXN SMILES: C[O:2][C:3](=O)[CH:4]([CH3:11])[C:5](=[CH2:10])[C:6]([O:8]C)=[O:7].COC1C=C(OC)C=CC=1C[NH2:18]>C1(C)C=CC=CC=1>[CH3:11][CH:4]1[C:3](=[O:2])[NH:18][CH2:10][CH:5]1[C:6]([OH:8])=[O:7]. Procedure: To a solution of 2-methyl-3-methylenesuccinic acid dimethyl ester (9.81 g) in toluene (100 ml) was added 2,4-dimethoxybenzylamine (9.72 g) and the mixture was stirred for 3 days at reflux. This reaction solution was cooled to room temperature and then purified by silica gel column chromatography (eluent: n-hexane/chloroform=1/1 to 0/1) to give the titled compound (14.2 g). Starting materials: Cc1ccc(S(=O)(=O)O)cc1, CCOC(C)=O, O=C1CCN(C(=O)OCc2ccccc2)C1, O, OCCO, c1ccccc1. The product is O=C(OCc1ccccc1)N1CCC2(C1)OCCO2. RXN SMILES: [CH3:21][c:22]1[cH:23][cH:24][c:25]([S:26]([OH:27])(=[O:28])=[O:29])[cH:30][cH:31]1.[CH3:39][CH2:40][O:41][C:42]([CH3:43])=[O:44].[O:1]=[C:2]1[CH2:3][N:4]([C:7](=[O:8])[O:9][CH2:10][c:11]2[cH:12][cH:13][cH:14][cH:15][cH:16]2)[CH2:5][CH2:6]1.[OH2:32].[OH:17][CH2:18][CH2:19][OH:20].[cH:33]1[cH:34][cH:35][cH:36][cH:37][cH:38]1>>[O:1]1[C:2]2([CH2:3][N:4]([C:7](=[O:8])[O:9][CH2:10][c:11]3[cH:12][cH:13][cH:14][cH:15][cH:16]3)[CH2:5][CH2:6]2)[O:17][CH2:18][CH2:19]1. The reactants are Cn1nnnc1N, O, O=S(Cl)Cl, c1ccncc1, O=C(O)c1cccc2cccnc12. The product is Cn1nnnc1NC(=O)c1cccc2cccnc12. RXN SMILES: [NH2:14][c:15]1[n:16][n:17][n:18][n:19]1[CH3:20].[OH2:31].[S:27]([Cl:28])([Cl:29])=[O:30].[cH:21]1[cH:22][cH:23][n:24][cH:25][cH:26]1.[n:1]1[cH:2][cH:3][cH:4][c:5]2[cH:6][cH:7][cH:8][c:9]([C:11](=[O:12])[OH:13])[c:10]12>>[n:1]1[cH:2][cH:3][cH:4][c:5]2[cH:6][cH:7][cH:8][c:9]([C:11](=[O:13])[NH:14][c:15]3[n:16][n:17][n:18][n:19]3[CH3:20])[c:10]12. The reactants are Cc1cc([N+](=O)[O-])cnc1OC1CCN(C(=O)OC(C)(C)C)CC1, ClCCl, O=C(O)C(F)(F)F. Yields the product Cc1cc([N+](=O)[O-])cnc1OC1CCNCC1. RXN SMILES: [C:8]([O:9][C:10](=[O:11])[N:15]1[CH2:16][CH2:17][CH:18]([O:21][c:22]2[n:23][cH:24][c:25]([N+:29](=[O:30])[O-:31])[cH:26][c:27]2[CH3:28])[CH2:19][CH2:20]1)([CH3:12])([CH3:13])[CH3:14].[Cl:32][CH2:33][Cl:34].[OH:1][C:2]([C:3]([F:4])([F:5])[F:6])=[O:7]>>[NH:15]1[CH2:16][CH2:17][CH:18]([O:21][c:22]2[n:23][cH:24][c:25]([N+:29](=[O:30])[O-:31])[cH:26][c:27]2[CH3:28])[CH2:19][CH2:20]1. Starting materials: C(C)OC1=C(C=CC=C1)C1=CC=C(C(N1)=O)C(=O)N (6-(2-Ethoxyphenyl)-1,2-dihydro-2-oxopyridine-3-carboxamide), CN(C=O)C (dimethylformamide). Yields the product C(C=C)OC1=C(C=CC=C1)C1=CC=C(C(N1)=O)C(=O)N (6-(2-Allyloxyphenyl)-1,2-dihydro-2-oxopyridine-3-carboxamide). Reaction SMILES: [CH2:1]([O:3][C:4]1[CH:9]=[CH:8][CH:7]=[CH:6][C:5]=1[C:10]1[NH:15][C:14](=[O:16])[C:13]([C:17]([NH2:19])=[O:18])=[CH:12][CH:11]=1)[CH3:2].[CH3:20]N(C)C=O>>[CH2:1]([O:3][C:4]1[CH:9]=[CH:8][CH:7]=[CH:6][C:5]=1[C:10]1[NH:15][C:14](=[O:16])[C:13]([C:17]([NH2:19])=[O:18])=[CH:12][CH:11]=1)[CH:2]=[CH2:20]. Procedure details: In a similar manner to that of Example 47, the product of Example 47 (1.89 g) gave the title compound, 1.74 g, m.p. 210°-212° C. (from dimethylformamide). Starting materials: NC=1C=C(C=CC1)C1=C(C(=O)OC)C=CN=C1 (methyl 3-(3-aminophenyl)isonicotinate), ClCCNC(C)=O (N-(2-chloroethyl)acetamide), P(Cl)(Cl)(Cl)(Cl)Cl (phosphorus pentachloride), [OH-].[NH4+] (ammonium hydroxide). Run in ClCCl (dichloromethane), C(C)(=O)OCC (ethyl acetate), C(C)(=O)OCC (ethyl acetate). Conditions: temperature 0 celsius, time 10 minute. Product: CC=1N(CCN1)C=1C=C(C=CC1)C1=C(C(=O)OC)C=CN=C1 (Methyl 3-[3-(2-methyl-4,5-dihydro-1H-imidazol-1-yl)phenyl]isonicotinate). Isolated yield 48.3%. RXN SMILES: Cl[CH2:2][CH2:3][NH:4][C:5](=O)[CH3:6].P(Cl)(Cl)(Cl)(Cl)Cl.[NH2:14][C:15]1[CH:16]=[C:17]([C:21]2[CH:30]=[N:29][CH:28]=[CH:27][C:22]=2[C:23]([O:25][CH3:26])=[O:24])[CH:18]=[CH:19][CH:20]=1.[OH-].[NH4+]>C(OCC)(=O)C.ClCCl>[CH3:6][C:5]1[N:14]([C:15]2[CH:16]=[C:17]([C:21]3[CH:30]=[N:29][CH:28]=[CH:27][C:22]=3[C:23]([O:25][CH3:26])=[O:24])[CH:18]=[CH:19][CH:20]=2)[CH2:2][CH2:3][N:4]=1 |f:3.4|. Procedure details: N-(2-chloroethyl)acetamide (0.32 g) in ethyl acetate (5 ml) was added over 10 min. to a stirred suspension of phosphorus pentachloride (0.55 g) in ethyl acetate (2 ml) at 0° C. under nitrogen to give a clear pale straw solution. After 45 min. at 0° C. a solution of methyl 3-(3-aminophenyl)isonicotinate (0.4 g) in dichloromethane (10 ml) was added over 15 min. at 0-5° C. The mixture was stirred at 0° C. for 10 min. and then allowed to warm up to 20° C. After 3 h the mixture was treated with ammon... Reactants: ClC(C(=O)C1=CC=CC=C1)(F)F (2-Chloro-2,2-difluoro-1-phenylethanone), C([O-])([O-])=O.[K+].[K+] (Potassium carbonate), O (H2O), BrC1=C(C(=NC(=C1)Br)Cl)O (4,6-Dibromo-2-chloropyridin-3-ol). Run in CC#N (CH3CN). Reaction conditions: temperature 100 celsius, time 4 hour. Yields the product BrC1=C(C(=NC(=C1)Br)Cl)OC(F)F (4,6-dibromo-2-chloro-3-(difluoromethoxy)pyridine). Isolated yield 77.0%. Reaction SMILES: C(=O)([O-])[O-].[K+].[K+].O.[Br:8][C:9]1[CH:14]=[C:13]([Br:15])[N:12]=[C:11]([Cl:16])[C:10]=1[OH:17].Cl[C:19]([F:29])([F:28])C(C1C=CC=CC=1)=O>CC#N>[Br:8][C:9]1[CH:14]=[C:13]([Br:15])[N:12]=[C:11]([Cl:16])[C:10]=1[O:17][CH:19]([F:29])[F:28] |f:0.1.2|. Procedure details: Potassium carbonate (K2CO3; 5.01 g, 36.3 mmol) and H2O (4 mL) were added to a microwave reaction vessel. 4,6-Dibromo-2-chloropyridin-3-ol (0.359 g, 1.25 mmol) was dissolved in CH3CN (4 mL) and added to the microwave reaction vessel. 2-Chloro-2,2-difluoro-1-phenylethanone (0.953 g, 5.00 mmol) was then added, and the microwave reaction vessel was sealed. The reaction mixture was heated with vigorous stirring with a large stir bar in a Biotage microwave reactor at 100° C. for 4 h. (The reaction mix...